From a dataset of the Open Reaction Database (ORD), a public repository of structured organic reaction records. describe an organic reaction: reactants, conditions, products, and yield Starting materials: CC(C)(C)OC(=O)n1cccc1-c1ccc2c(c1)C(C)(c1ccco1)OCC(=O)N2, O=C=NS(=O)(=O)Cl. The product is CC(C)(C)OC(=O)n1c(C#N)ccc1-c1ccc2c(c1)C(C)(c1ccco1)OCC(=O)N2. Reaction SMILES: [C:1]([CH3:2])([CH3:3])([CH3:4])[O:5][C:6](=[O:7])[n:8]1[c:9](-[c:13]2[cH:14][cH:15][c:16]3[c:17]([cH:30]2)[C:18]([CH3:24])([c:25]2[o:26][cH:27][cH:28][cH:29]2)[O:19][CH2:20][C:21](=[O:23])[NH:22]3)[cH:10][cH:11][cH:12]1.[Cl:31][S:32](=[O:34])([N:35]=[C:36]=[O:33])=[O:37]>>[C:1]([CH3:2])([CH3:3])([CH3:4])[O:5][C:6](=[O:7])[n:8]1[c:9](-[c:13]2[cH:14][cH:15][c:16]3[c:17]([cH:30]2)[C:18]([CH3:24])([c:25]2[o:26][cH:27][cH:28][cH:29]2)[O:19][CH2:20][C:21](=[O:23])[NH:22]3)[cH:10][cH:11][c:12]1[C:36]#[N:35]. Reactants: O[C@H](CNC(=O)CC[C@@H](C(=O)OC)NC([C@H](CCC(NC[C@H]([C@@H]([C@H]([C@H](CO)O)O)O)O)=O)NC(=O)OCC1=CC=CC=C1)=O)[C@@H]([C@H]([C@H](CO)O)O)O (methyl (S,S)-4-(N-((R,S,S,S)-2,3,4,5,6-pentahydroxyhexyl)carbamoyl)-2-(4-(N-((R,S,S,S)-2,3,4,5,6-pentahydroxyhexyl)carbamoyl)-2-((phenylmethoxy)carbonylamino)butanoylamino)butanoate), [OH-].[Li+] (lithium hydroxide). The solvent is O1CCCC1.CO (tetrahydrofuran methanol). Product: O[C@H](CNC(=O)CC[C@@H](C(=O)O)NC([C@H](CCC(NC[C@H]([C@@H]([C@H]([C@H](CO)O)O)O)O)=O)NC(=O)OCC1=CC=CC=C1)=O)[C@@H]([C@H]([C@H](CO)O)O)O ((S,S)-4-(N-((R,S,S,S)-2,3,4,5,6-pentahydroxyhexyl)carbamoyl)-2-(4-(N-((R,S,S,S)-2,3,4,5,6-pentahydroxyhexyl)carbamoyl)-2-((phenylmethoxy)carbonylamino)butanoylamino)butanoic acid). Reaction SMILES: [OH:1][C@@H:2]([C@H:45]([OH:52])[C@@H:46]([OH:51])[C@@H:47]([OH:50])[CH2:48][OH:49])[CH2:3][NH:4][C:5]([CH2:7][CH2:8][C@H:9]([NH:14][C:15](=[O:44])[C@@H:16]([NH:33][C:34]([O:36][CH2:37][C:38]1[CH:43]=[CH:42][CH:41]=[CH:40][CH:39]=1)=[O:35])[CH2:17][CH2:18][C:19](=[O:32])[NH:20][CH2:21][C@@H:22]([OH:31])[C@H:23]([OH:30])[C@@H:24]([OH:29])[C@@H:25]([OH:28])[CH2:26][OH:27])[C:10]([O:12]C)=[O:11])=[O:6].[OH-].[Li+]>O1CCCC1.CO>[OH:1][C@@H:2]([C@H:45]([OH:52])[C@@H:46]([OH:51])[C@@H:47]([OH:50])[CH2:48][OH:49])[CH2:3][NH:4][C:5]([CH2:7][CH2:8][C@H:9]([NH:14][C:15](=[O:44])[C@@H:16]([NH:33][C:34]([O:36][CH2:37][C:38]1[CH:43]=[CH:42][CH:41]=[CH:40][CH:39]=1)=[O:35])[CH2:17][CH2:18][C:19](=[O:32])[NH:20][CH2:21][C@@H:22]([OH:31])[C@H:23]([OH:30])[C@@H:24]([OH:29])[C@@H:25]([OH:28])[CH2:26][OH:27])[C:10]([OH:12])=[O:11])=[O:6] |f:1.2,3.4|. Reported procedure: The product of step 11B is dissolved in tetrahydrofuran/methanol (1:1) and treated with excess 3N aqueous lithium hydroxide. The reaction is followed by HPLC for disappearance of starting material. The reaction is concentrated, diluted with additional water, and purified by passage down an acidic ion exchange column. The product fractions are lyophilized to afford the product as a solid. The reactants are BrB(Br)Br, O=C([O-])O, COc1cccc(Sc2cnc(Nc3nc(C)cs3)c(Oc3ccccc3)c2)c1, ClCCl, Cl, [Na+]. The product is Cc1csc(Nc2ncc(Sc3cccc(O)c3)cc2Oc2ccccc2)n1. As a reaction SMILES: [Br:31][B:32]([Br:33])[Br:34].[C:35](=[O:36])([OH:37])[O-:38].[CH3:2][O:3][c:4]1[cH:5][c:6]([S:10][c:11]2[cH:12][c:13]([O:24][c:25]3[cH:26][cH:27][cH:28][cH:29][cH:30]3)[c:14]([NH:17][c:18]3[s:19][cH:20][c:21]([CH3:23])[n:22]3)[n:15][cH:16]2)[cH:7][cH:8][cH:9]1.[Cl:40][CH2:41][Cl:42].[ClH:1].[Na+:39]>>[OH:3][c:4]1[cH:5][c:6]([S:10][c:11]2[cH:12][c:13]([O:24][c:25]3[cH:26][cH:27][cH:28][cH:29][cH:30]3)[c:14]([NH:17][c:18]3[s:19][cH:20][c:21]([CH3:23])[n:22]3)[n:15][cH:16]2)[cH:7][cH:8][cH:9]1. Starting materials: ClC1=CC=C(C=N1)C1C(N(C(O1)=O)C(=O)OC(C)(C)C)CC1=CC=C(C=C1)C(F)(F)F (1,1-dimethylethyl(4RS,5SR)-5-(6-chloro-3-pyridyl)-2-oxo-4-((4-(trifluoromethyl)phenyl)methyl)-1,3-oxazolidine-3-carboxylate), CO.[OH-].[Na+] (sodium hydroxide methanol), O (water). Run in CO (methanol). Run at time 1 hour. The product is ClC1=CC=C(C=N1)C(C(CC1=CC=C(C=C1)C(F)(F)F)NC(OC(C)(C)C)=O)O (1,1-dimethylethyl (1RS,2SR)-2-(6-chloro-3-pyridyl)-2-hydroxy-1-((4-(trifluoromethyl)phenyl)methyl)ethylcarbamate). Yield: 56.9%. As a reaction SMILES: [Cl:1][C:2]1[N:7]=[CH:6][C:5]([CH:8]2[O:12]C(=O)[N:10]([C:14]([O:16][C:17]([CH3:20])([CH3:19])[CH3:18])=[O:15])[CH:9]2[CH2:21][C:22]2[CH:27]=[CH:26][C:25]([C:28]([F:31])([F:30])[F:29])=[CH:24][CH:23]=2)=[CH:4][CH:3]=1.CO.[OH-].[Na+].O>CO>[Cl:1][C:2]1[N:7]=[CH:6][C:5]([CH:8]([OH:12])[CH:9]([NH:10][C:14](=[O:15])[O:16][C:17]([CH3:18])([CH3:20])[CH3:19])[CH2:21][C:22]2[CH:23]=[CH:24][C:25]([C:28]([F:31])([F:29])[F:30])=[CH:26][CH:27]=2)=[CH:4][CH:3]=1 |f:1.2.3|. Procedure: To a solution of 1,1-dimethylethyl(4RS,5SR)-5-(6-chloro-3-pyridyl)-2-oxo-4-((4-(trifluoromethyl)phenyl)methyl)-1,3-oxazolidine-3-carboxylate (600 mg, 1.31 mmol) in methanol (3.1 ml) was added 0.5N sodium hydroxide methanol solution (3.1 ml, 1.55 mmol) under ice-cooling, and the mixture was stirred at room temperature for 1 hr. To the reaction solution was added water (50 ml) and the mixture was extracted with ethyl acetate (50 ml×2). The extract was washed with saturated brine, dried over anhydr... Starting materials: CC(=O)[O-], CO, COC(=O)CC(=O)Cc1cc(F)c(F)cc1F, [NH4+]. Product: COC(=O)C=C(N)Cc1cc(F)c(F)cc1F. As a reaction SMILES: [CH3:19][C:20](=[O:21])[O-:22].[CH3:23][OH:24].[F:1][c:2]1[c:3]([CH2:10][C:11]([CH2:12][C:13](=[O:14])[O:15][CH3:16])=[O:17])[cH:4][c:5]([F:9])[c:6]([F:8])[cH:7]1.[NH4+:18]>>[F:1][c:2]1[c:3]([CH2:10][C:11](=[CH:12][C:13](=[O:14])[O:15][CH3:16])[NH2:18])[cH:4][c:5]([F:9])[c:6]([F:8])[cH:7]1. Starting materials: ClC1=NC(=CC(=N1)C(=O)O)N1CCC(CC1)NC(=O)C=1NC(=C(C1Cl)Cl)C (2-chloro-6-(4-{[(3,4-dichloro-5-methyl-1H-pyrrol-2-yl)carbonyl]amino}piperidin-1-yl)pyrimidine-4-carboxylic acid), Cl.O(C)N (methoxylamine hydrochloride). Yields the product ClC1=NC(=CC(=N1)C(=O)NOC)N1CCC(CC1)NC(=O)C=1NC(=C(C1Cl)Cl)C (2-Chloro-6-(4-{[(3,4-dichloro-5-methyl-1H-pyrrol-2-yl)carbonyl]amino}piperidin-1-yl)-N-methoxypyrimidine-4-carboxamide). As a reaction SMILES: [Cl:1][C:2]1[N:7]=[C:6]([C:8]([OH:10])=O)[CH:5]=[C:4]([N:11]2[CH2:16][CH2:15][CH:14]([NH:17][C:18]([C:20]3[NH:21][C:22]([CH3:27])=[C:23]([Cl:26])[C:24]=3[Cl:25])=[O:19])[CH2:13][CH2:12]2)[N:3]=1.Cl.[O:29]([NH2:31])[CH3:30]>>[Cl:1][C:2]1[N:7]=[C:6]([C:8]([NH:31][O:29][CH3:30])=[O:10])[CH:5]=[C:4]([N:11]2[CH2:12][CH2:13][CH:14]([NH:17][C:18]([C:20]3[NH:21][C:22]([CH3:27])=[C:23]([Cl:26])[C:24]=3[Cl:25])=[O:19])[CH2:15][CH2:16]2)[N:3]=1 |f:1.2|. Procedure details: The title compound was synthesised by an analogous method to Example 8 starting from 2-chloro-6-(4-{[(3,4-dichloro-5-methyl-1H-pyrrol-2-yl)carbonyl]amino}piperidin-1-yl)pyrimidine-4-carboxylic acid (Example 32) and methoxylamine hydrochloride. Reactants: C(C1=CC=CC=C1)[C@@H]1N(C(O[C@H]1CC(CC1=CC=C(C=C1)C1=NC=C(C=C1)C)NC(=O)OCC1=CC=CC=C1)(C)C)C(=O)OC(C)(C)C (tert-butyl(4S,5S)-4-benzyl-5-{2-{[(benzyloxy)carbonyl]amino}-3-[4-(5-methyl-2-pyridinyl)phenyl]propyl}-2,2-dimethyl-1,3-oxazolidine-3-carboxylate), CO (methanol), Cl (HCl). Reaction conditions: temperature 60 celsius, time 16 hour. The solvent is C1CCOC1 (THF). Product: N[C@H]([C@H](CC(CC1=CC=C(C=C1)C1=NC=C(C=C1)C)NC(OCC1=CC=CC=C1)=O)O)CC1=CC=CC=C1 (benzyl(3S,4S)-4-amino-3-hydroxy-1-[4-(5-methyl-2-pyridinyl)benzyl]-5-phenylpentylcarbamate), hydrochloride salt. Procedure: A solution containing the product from Example 128C (0.322 g, 0.496 mmol) in a mixture of THF (5 mL), methanol (5 mL), and aqueous HCl (5 mL, 1 N) was stirred at 60° C. for 16 hours. The solvent was removed under reduced pressure to give the title compound as the hydrochloride salt. RXN SMILES: [CH2:1]([C@H:8]1[C@H:12]([CH2:13][CH:14]([NH:29][C:30]([O:32][CH2:33][C:34]2[CH:39]=[CH:38][CH:37]=[CH:36][CH:35]=2)=[O:31])[CH2:15][C:16]2[CH:21]=[CH:20][C:19]([C:22]3[CH:27]=[CH:26][C:25]([CH3:28])=[CH:24][N:23]=3)=[CH:18][CH:17]=2)[O:11]C(C)(C)[N:9]1C(OC(C)(C)C)=O)[C:2]1[CH:7]=[CH:6][CH:5]=[CH:4][CH:3]=1.CO.Cl>C1COCC1>[NH2:9][C@@H:8]([CH2:1][C:2]1[CH:3]=[CH:4][CH:5]=[CH:6][CH:7]=1)[C@@H:12]([OH:11])[CH2:13][CH:14]([NH:29][C:30](=[O:31])[O:32][CH2:33][C:34]1[CH:35]=[CH:36][CH:37]=[CH:38][CH:39]=1)[CH2:15][C:16]1[CH:17]=[CH:18][C:19]([C:22]2[CH:27]=[CH:26][C:25]([CH3:28])=[CH:24][N:23]=2)=[CH:20][CH:21]=1. Starting materials: FC1=CC=C(C(=O)Cl)C=C1 (4-fluorobenzoyl chloride), ClC=1C=C(N)C=CC1Cl (3,4-dichloroaniline). Product: ClC=1C=C(C=CC1Cl)NC(C1=CC=C(C=C1)F)=O (N-(3,4-Dichlorophenyl)-4-fluorobenzamide). RXN SMILES: [F:1][C:2]1[CH:10]=[CH:9][C:5]([C:6](Cl)=[O:7])=[CH:4][CH:3]=1.[Cl:11][C:12]1[CH:13]=[C:14]([CH:16]=[CH:17][C:18]=1[Cl:19])[NH2:15]>>[Cl:11][C:12]1[CH:13]=[C:14]([NH:15][C:6](=[O:7])[C:5]2[CH:9]=[CH:10][C:2]([F:1])=[CH:3][CH:4]=2)[CH:16]=[CH:17][C:18]=1[Cl:19]. Procedure: Reaction of 4-fluorobenzoyl chloride with 3,4-dichloroaniline using Method II, step 1, gave the title amide as crystals: mp 160-161° C. (ethyl acetate-hexane). 1HNMR 400 MHz (CDCl3) δ (ppm): 7.19 (2H, m, aromatics), 7.44 (2H, m, aromatics), 7.70 (1H, broad, NH), 7.88 (3H, m, aromatics). Anal. Calcd for C13H18Cl2FNO: C, 54.96; H, 2.84; N, 4.93. Found: C, 54.96; H, 2.87; N, 4.90. Reactants: N1N=C(C2=CC=CC=C12)O (1H-indazol-3-ol), [N+](=O)([O-])C1=CC=C(C(=O)Cl)C=C1 (p-nitrobenzoyl chloride), [N+](=O)([O-])C1=C2C(=NNC2=CC=C1)C(C1=CC=CC=C1)=O (nitrobenzoyl indazol). Product: NC1=CC=C(C(=O)N2N=C(C3=CC=CC=C23)O)C=C1 (1-(p-Aminobenzoyl)-1H-indazol-3-ol). As a reaction SMILES: [NH:1]1[C:9]2[C:4](=[CH:5][CH:6]=[CH:7][CH:8]=2)[C:3]([OH:10])=[N:2]1.[N+:11]([C:14]1[CH:22]=[CH:21][C:17]([C:18](Cl)=[O:19])=[CH:16][CH:15]=1)([O-])=O.[N+](C1C=CC=C2C=1C(C(=O)C1C=CC=CC=1)=NN2)([O-])=O>>[NH2:11][C:14]1[CH:22]=[CH:21][C:17]([C:18]([N:1]2[C:9]3[C:4](=[CH:5][CH:6]=[CH:7][CH:8]=3)[C:3]([OH:10])=[N:2]2)=[O:19])=[CH:16][CH:15]=1. Procedure: Reaction of 1H-indazol-3-ol with p-nitrobenzoyl chloride and subsequent catalytic reduction of the nitrobenzoyl indazol derivative according to the general procedure B above afforded the desired amine as a colorless solid in 49.1% overall yield; m.p. 233°-235° C. Starting materials: COc1ccc(C(=O)C(Br)c2ccc(OC)cc2)cc1, ClC(Cl)Cl, c1ccc2cnccc2c1. Yields the product [Br-], COc1ccc(C(=O)C(c2ccc(OC)cc2)c2[nH+]ccc3ccccc23)cc1. RXN SMILES: [Br:1][CH:2]([C:3]([c:4]1[cH:5][cH:6][c:7]([O:8][CH3:9])[cH:10][cH:11]1)=[O:12])[c:13]1[cH:14][cH:15][c:16]([O:17][CH3:18])[cH:19][cH:20]1.[CH:31]([Cl:32])([Cl:33])[Cl:34].[cH:21]1[cH:22][cH:23][c:24]2[cH:25][n:26][cH:27][cH:28][c:29]2[cH:30]1>>[Br-:1].[CH:2]([C:3]([c:4]1[cH:5][cH:6][c:7]([O:8][CH3:9])[cH:10][cH:11]1)=[O:12])([c:13]1[cH:14][cH:15][c:16]([O:17][CH3:18])[cH:19][cH:20]1)[c:25]1[c:24]2[cH:23][cH:22][cH:21][cH:30][c:29]2[cH:28][cH:27][nH+:26]1.